From a dataset of the Open Reaction Database (ORD), a public repository of structured organic reaction records. describe an organic reaction: reactants, conditions, products, and yield Starting materials: product, ClC1=C(C=NC2=C(C=CC=C12)OC)C#N (4-chloro-8-methoxy-3-quinolinecarbonitrile), Cl.N1=CC=CC=C1 (pyridine hydrochloride), NC=1C=CC(=C(C1)O)OC (5-amino-2-methoxyphenol). The solvent is C(C)OCCO (2-ethoxyethanol). Run at temperature 100 celsius. The product is OC=1C=C(C=CC1OC)NC1=C(C=NC2=C(C=CC=C12)OC)C#N (4-(3-Hydroxy-4-methoxy-phenylamino)-8-methoxy-quinoline-3-carbonitrile). RXN SMILES: Cl[C:2]1[C:11]2[C:6](=[C:7]([O:12][CH3:13])[CH:8]=[CH:9][CH:10]=2)[N:5]=[CH:4][C:3]=1[C:14]#[N:15].Cl.N1C=CC=CC=1.[NH2:23][C:24]1[CH:25]=[CH:26][C:27]([O:31][CH3:32])=[C:28]([OH:30])[CH:29]=1>C(OCCO)C>[OH:30][C:28]1[CH:29]=[C:24]([NH:23][C:2]2[C:11]3[C:6](=[C:7]([O:12][CH3:13])[CH:8]=[CH:9][CH:10]=3)[N:5]=[CH:4][C:3]=2[C:14]#[N:15])[CH:25]=[CH:26][C:27]=1[O:31][CH3:32] |f:1.2|. Procedure details: Using an analogous procedure to that described in Example 274. A reaction mixture of 200.0 mg (0.92 mmol) of 4-chloro-8-methoxy-3-quinolinecarbonitrile, 105.7 mg (0.92 mmol) of pyridine hydrochloride and 140.6 mg (1.0 mmol) of 5-amino-2-methoxyphenol in 10 mL of 2-ethoxyethanol was heated at 100° C. for 2 hr. The work up gave 261.6 mg (89.0%) of the product as a deep yellow solid, m.p. 138-140° C. (dec.), mass spectrum (electrospray, m/e): M+H 321.9.